This data is from the Open Reaction Database (ORD), a public repository of structured organic reaction records. The task is: describe an organic reaction: reactants, conditions, products, and yield Starting materials: FC1=CC=C(C=C1)N1N=CC(=C(C1=O)OCC(C)C)C1=CC=C(C=C1)S(=O)(=O)C (2-(4-Fluorophenyl)-4-(2-methylpropoxy)-5-[4-(methylsulfonyl)phenyl]-3(2H)-pyridazinone), N (NH3). Product: FC1=CC=C(C=C1)N1N=CC(=C(C1=O)OCC(C)C)C1=CC=C(C=C1)S(=O)(=O)N (2-(4-Fluorophenyl)-4-(2-methylpropoxy)-5-[4-(aminosulfonyl)phenyl]-3(2H)-pyridazinone). RXN SMILES: [F:1][C:2]1[CH:7]=[CH:6][C:5]([N:8]2[C:13](=[O:14])[C:12]([O:15][CH2:16][CH:17]([CH3:19])[CH3:18])=[C:11]([C:20]3[CH:25]=[CH:24][C:23]([S:26](C)(=[O:28])=[O:27])=[CH:22][CH:21]=3)[CH:10]=[N:9]2)=[CH:4][CH:3]=1.[NH3:30]>>[F:1][C:2]1[CH:7]=[CH:6][C:5]([N:8]2[C:13](=[O:14])[C:12]([O:15][CH2:16][CH:17]([CH3:19])[CH3:18])=[C:11]([C:20]3[CH:25]=[CH:24][C:23]([S:26]([NH2:30])(=[O:28])=[O:27])=[CH:22][CH:21]=3)[CH:10]=[N:9]2)=[CH:4][CH:3]=1. Reported procedure: The title compound was prepared according to the method of Example 384, substituting 2-(4-fluorophenyl)-4-(2-methylpropoxy)-5-[4-(methylsulfonyl)phenyl]-3(2H)-pyridazinone (Example 376) in place of 2-benzyl-4-(4-fluorophenyl)-5-[4-(methylsulfonyl)phenyl]-3(2H)-pyridazinone (yield: 0.024 g, 6%). mp 132-136° C. 1H NMR (300 MHz, DMSO d6) δ 0.79 (d, J=6 Hz, 6H), 1.83 (m, 1H), 4.19 (d, J=6 Hz, 2H), 7.36 (m, 2H), 7.50 (m, 2H), 7.66 (m, 2H), 7.84 (m, 2H), 7.95 (m, 2H), 8.18 (s, 1H). MS (DCI/NH3) m/z 41... Starting materials: C[C@@H]1N(CC(NC1)=O)C(=O)OC(C)(C)C ((S)-tert-butyl 2-methyl-5-oxopiperazine-1-carboxylate), COC=1C=CC(=CC1)P2(=S)SP(=S)(S2)C=3C=CC(=CC3)OC (Lawesson's reagent). Run at temperature 80 celsius. Product: C[C@@H]1N(CC(NC1)=S)C(=O)OC(C)(C)C ((S)-tert-butyl 2-methyl-5-thioxopiperazine-1-carboxylate). The yield is 148.2%. As a reaction SMILES: [CH3:1][C@H:2]1[CH2:7][NH:6][C:5](=O)[CH2:4][N:3]1[C:9]([O:11][C:12]([CH3:15])([CH3:14])[CH3:13])=[O:10].COC1C=CC(P2(SP(C3C=CC(OC)=CC=3)(=S)S2)=[S:25])=CC=1>>[CH3:1][C@H:2]1[CH2:7][NH:6][C:5](=[S:25])[CH2:4][N:3]1[C:9]([O:11][C:12]([CH3:15])([CH3:14])[CH3:13])=[O:10]. Procedure details: To a suspension of (S)-tert-butyl 2-methyl-5-oxopiperazine-1-carboxylate (7.0 g, 32.7 mmol) was added Lawesson's reagent (6.9 g, 16.7 mmol) and the reaction mixture was heated to 80° C. for 2 hours. The reaction mixture was cooled to room temperature, concentrated onto silica gel and purified by flash column chromatography (0-100% 10% 4M NH3 in MeOH in DCM) to provide the desired compound (5.7 g, 76%). 1H NMR (400 MHz, DMSO) δ 10.64 (s, 1H), 4.48 (d, J=18.9 Hz, 1H), 4.31-4.14 (m, 1H), 4.06 (d, J... The reactants are CCN(C(C)C)C(C)C (DIPEA), amine, COC1=NC=C(C2=C(C=CC=C12)C)S(=O)(=O)Cl (1-methoxy-5-methylisoquinolin-4-sulfonylchloride). Run in C(Cl)Cl (CH2Cl2). Conditions: time 1 hour. Yields the product COC1=NC=C(C2=C(C=CC=C12)C)S(=O)(=O)N (1-Methoxy-5-methylisoquinolin-4-sulfonamide). Isolated yield 69.0%. Reaction SMILES: [CH3:1][O:2][C:3]1[C:12]2[C:7](=[C:8]([CH3:13])[CH:9]=[CH:10][CH:11]=2)[C:6]([S:14](Cl)(=[O:16])=[O:15])=[CH:5][N:4]=1.CC[N:20](C(C)C)C(C)C>C(Cl)Cl>[CH3:1][O:2][C:3]1[C:12]2[C:7](=[C:8]([CH3:13])[CH:9]=[CH:10][CH:11]=2)[C:6]([S:14]([NH2:20])(=[O:16])=[O:15])=[CH:5][N:4]=1. Procedure: To a solution of 1-methoxy-5-methylisoquinolin-4-sulfonylchloride (Intermediate-38) (1 equiv) in CH2Cl2 was added, DIPEA (2 equiv) and the corresponding amine (1.3 equiv) under N2 and the mixture was stirred for 10 min at 0° C. and then at RT for 1 h. It was quenched with ice water, extracted with CH2Cl2 (2×100 mL), washed with water (1×100 mL), dried, filtered and concentrated under reduced pressure to furnish the product in 69-75% yield.